This data is from the Open Reaction Database (ORD), a public repository of structured organic reaction records. The task is: describe an organic reaction: reactants, conditions, products, and yield Reactants: CS(=O)(=O)C1CC1 (methylsulfonylcyclopropane), N=1CCCN2C1CCCCC2 (2,3,4,6,7,8,9,10-octahydropyrimido[1,2-a]azepine), FC1(C[C@H]2[C@](NC([C@H]3N(C([C@H](CCCCC1)NC(=O)C1=NOC(=C1)C)=O)C[C@@H](C3)OC=3N=C1C=CC=CC1=C1C=CC=CC31)=O)(C2)C(=O)O)F ((2R,6S,13aS,14aR,16aS)-12,12-difluoro-6-(5-methylisoxazole-3-carboxamido)-5,16-dioxo-2-(phenanthridin-6-yloxy)octadecahydrocyclopropa[e]pyrrolo[1,2-a][1,4]diazacyclo pentadecine-14a-carboxylic acid), N1(C=NC=C1)C(=O)N1C=NC=C1 (di(1H-imidazol-1-yl)methanone). The solvent is ClC(C)Cl (dichloroethane), C(C)(=O)OCC (ethyl acetate). Run at temperature 42 celsius, time 2 hour. Product: C1(CC1)S(=O)(=O)NC(=O)[C@]12NC([C@H]3N(C([C@H](CCCCCC(C[C@@H]1C2)(F)F)NC(=O)C2=NOC(=C2)C)=O)C[C@@H](C3)OC=3N=C2C=CC=CC2=C2C=CC=CC32)=O (N-((2R,6S ,13aS,14aR,16aS)-14a-(cyclopropylsulfonylcarbamoyl)-12,12-difluoro-5,16-dioxo-2-(phenanthridin-6-yloxy)octadecahydrocyclopropa[e]pyrrolo [1,2-a][1,4]diazacyclopentadecin-6-yl)-5-methylisoxazole-3-carboxamide). The yield is 67.3%. Reaction SMILES: [F:1][C:2]1([F:50])[CH2:16][CH2:15][CH2:14][CH2:13][CH2:12][C@H:11]([NH:17][C:18]([C:20]2[CH:24]=[C:23]([CH3:25])[O:22][N:21]=2)=[O:19])[C:10](=[O:26])[N:9]2[CH2:27][C@H:28]([O:30][C:31]3[N:32]=[C:33]4[C:38](=[C:39]5[C:44]=3[CH:43]=[CH:42][CH:41]=[CH:40]5)[CH:37]=[CH:36][CH:35]=[CH:34]4)[CH2:29][C@H:8]2[C:7](=[O:45])[NH:6][C@:5]2([C:47](O)=[O:48])[CH2:46][C@H:4]2[CH2:3]1.[N:51]1(C(N2C=CN=C2)=O)C=CN=C1.C[S:64]([CH:67]1[CH2:69][CH2:68]1)(=[O:66])=[O:65].N1CCCN2CCCCCC=12>ClC(Cl)C.C(OCC)(=O)C>[CH:67]1([S:64]([NH:51][C:47]([C@@:5]23[CH2:46][C@H:4]2[CH2:3][C:2]([F:50])([F:1])[CH2:16][CH2:15][CH2:14][CH2:13][CH2:12][C@H:11]([NH:17][C:18]([C:20]2[CH:24]=[C:23]([CH3:25])[O:22][N:21]=2)=[O:19])[C:10](=[O:26])[N:9]2[CH2:27][C@H:28]([O:30][C:31]4[N:32]=[C:33]5[C:38](=[C:39]6[C:44]=4[CH:43]=[CH:42][CH:41]=[CH:40]6)[CH:37]=[CH:36][CH:35]=[CH:34]5)[CH2:29][C@H:8]2[C:7](=[O:45])[NH:6]3)=[O:48])(=[O:66])=[O:65])[CH2:69][CH2:68]1. Reported procedure: A solution of (2R,6S,13aS,14aR,16aS)-12,12-difluoro-6-(5-methylisoxazole-3-carboxamido)-5,16-dioxo-2-(phenanthridin-6-yloxy)octadecahydrocyclopropa[e]pyrrolo[1,2-a][1,4]diazacyclo pentadecine-14a-carboxylic acid (Example 18i, 21 mg, 0.030 mmol) and di(1H-imidazol-1-yl)methanone (10.96 mg, 0.068 mmol) in dichloroethane (400 μl) was stirred for 2 hr at 42° C. To this mixture was added methylsulfonylcyclopropane (11.0 mg, 0.091 mmol) and 2,3,4,6,7,8,9,10-octahydropyrimido[1,2-a]azepine (13.8 μl, 0.... Reactants: CC(C)(C)OC(=O)N1CCN(c2ccc(Nc3ncc4cc(F)c(=O)n(C5CCCC5)c4n3)nc2)CC1, CC(C)CO, CCCCCC, [H-], [Na+]. Product: CC(C)COc1cc2cnc(Nc3ccc(N4CCN(C(=O)OC(C)(C)C)CC4)cn3)nc2n(C2CCCC2)c1=O. Reaction SMILES: [C:8]([CH3:9])([CH3:10])([CH3:11])[O:12][C:13](=[O:14])[N:15]1[CH2:16][CH2:17][N:18]([c:21]2[cH:22][n:23][c:24]([NH:27][c:28]3[n:29][cH:30][c:31]4[c:32]([n:33]3)[n:34]([CH:40]3[CH2:41][CH2:42][CH2:43][CH2:44]3)[c:35](=[O:39])[c:36]([F:38])[cH:37]4)[cH:25][cH:26]2)[CH2:19][CH2:20]1.[CH3:3][CH:4]([CH2:5][OH:6])[CH3:7].[CH3:45][CH2:46][CH2:47][CH2:48][CH2:49][CH3:50].[H-:1].[Na+:2]>>[CH3:3][CH:4]([CH2:5][O:6][c:36]1[c:35](=[O:39])[n:34]([CH:40]2[CH2:41][CH2:42][CH2:43][CH2:44]2)[c:32]2[c:31]([cH:30][n:29][c:28]([NH:27][c:24]3[n:23][cH:22][c:21]([N:18]4[CH2:17][CH2:16][N:15]([C:13]([O:12][C:8]([CH3:9])([CH3:10])[CH3:11])=[O:14])[CH2:20][CH2:19]4)[cH:26][cH:25]3)[n:33]2)[cH:37]1)[CH3:7]. The reactants are CN1CCCN(C1=O)C (DMPU), CC=1CC2(CCCC2=O)CC(C1)C (7,9-dimethylspiro[4,5]dec-7-en-1-one), [Li+].CCC[CH2-] (N-Butyllithium), C(C)(C)NC(C)C (diisopropylamine), C(C)(=O)O (Acetic acid), CI (methyl iodide). Solvent: C1CCOC1 (THF), C1CCOC1 (THF). Conditions: temperature -40 celsius, time 15 minute. Product: CC1C(C2(CC1)CC(=CC(C2)C)C)=O (2,7,9-trimethylspiro[4,5]dec-7-en-1-one), liquid. The yield is 89.0%. Reaction SMILES: [Li+].[CH3:2]CC[CH2-].C(NC(C)C)(C)C.CN1C(=O)N(C)CCC1.[CH3:22][C:23]1[CH2:24][C:25]2([CH2:31][CH:32]([CH3:34])[CH:33]=1)[C:29](=[O:30])[CH2:28][CH2:27][CH2:26]2.CI.C(O)(=O)C>C1COCC1>[CH3:2][CH:28]1[CH2:27][CH2:26][C:25]2([CH2:31][CH:32]([CH3:34])[CH:33]=[C:23]([CH3:22])[CH2:24]2)[C:29]1=[O:30] |f:0.1|. Procedure details: N-Butyllithium (1.6 M in hexanes, 172 ml, 0.275 mol) was added to a solution of diisopropylamine (30.4 g, 0.3 mol) in THF (300 ml), while maintaining the internal temperature around −40° C. Then DMPU (1,3-dimethyl-3,4,5,6-tetrahydro-2(1H)-pyrimidone) (38.4 g, 0.3 mol) was added, followed, after 15 minutes, by a mixture of 6,8 and 7,9-dimethylspiro[4,5]dec-7-en-1-one (44.74 g, 0.25 mol) in THF (50 ml) in 30 minutes. After stirring for 30 more minutes, methyl iodide (106 g, 0.75 mol) was added rap... Starting materials: FC=1C(=NC(=NC1)C1=NN(C2=NC=CC=C21)C(C2=CC=CC=C2)(C2=CC=CC=C2)C2=CC=CC=C2)N[C@@H]2C[C@@H](CCC2)NC(=O)C=2N=CN(C2)C (N-[(1R,3S)-3-[[5-fluoro-2-(1-tritylpyrazolo[3,4-b]pyridin-3-yl)pyrimidin-4-yl]amino]cyclohexyl]-1-methyl-imidazole-4-carboxamide), [SiH](CC)(CC)CC (Et3SiH), C(=O)(C(F)(F)F)O (TFA). Run in ClCCl (dichloromethane), ClCCl (dichloromethane). Run at time 1 hour. The product is FC=1C(=NC(=NC1)C1=NNC2=NC=CC=C21)N[C@@H]2C[C@@H](CCC2)NC(=O)C=2N=CN(C2)C (N-((1R,3S)-3-((5-fluoro-2-(1H-pyrazolo[3,4-b]pyridin-3-yl)pyrimidin-4-yl)amino)cyclohexyl)-1-methyl-1H-imidazole-4-carboxamide). RXN SMILES: [F:1][C:2]1[C:3]([NH:36][C@H:37]2[CH2:42][CH2:41][CH2:40][C@@H:39]([NH:43][C:44]([C:46]3[N:47]=[CH:48][N:49]([CH3:51])[CH:50]=3)=[O:45])[CH2:38]2)=[N:4][C:5]([C:8]2[C:16]3[C:11](=[N:12][CH:13]=[CH:14][CH:15]=3)[N:10](C(C3C=CC=CC=3)(C3C=CC=CC=3)C3C=CC=CC=3)[N:9]=2)=[N:6][CH:7]=1.[SiH](CC)(CC)CC.C(O)(C(F)(F)F)=O>ClCCl>[F:1][C:2]1[C:3]([NH:36][C@H:37]2[CH2:42][CH2:41][CH2:40][C@@H:39]([NH:43][C:44]([C:46]3[N:47]=[CH:48][N:49]([CH3:51])[CH:50]=3)=[O:45])[CH2:38]2)=[N:4][C:5]([C:8]2[C:16]3[C:11](=[N:12][CH:13]=[CH:14][CH:15]=3)[NH:10][N:9]=2)=[N:6][CH:7]=1. Reported procedure: To a solution of N-[(1R,3S)-3-[[5-fluoro-2-(1-tritylpyrazolo[3,4-b]pyridin-3-yl)pyrimidin-4-yl]amino]cyclohexyl]-1-methyl-imidazole-4-carboxamide, 25, (0.235 g, 0.347 mmol) in dichloromethane (6.90 mL) at room temperature was added Et3SiH (1.661 mL, 10.40 mmol) followed by TFA (0.401 mL, 5.200 mmol). The reaction mixture was stirred for 1 hour. The mixture was diluted with dichloromethane and quenched with aqueous saturated Na2CO3 solution. The organic phase was extracted with ethyl acetate, was... The reactants are C(C1=CC=CC=C1)(=O)Cl (Benzoyl chloride), [S-]C#N.[Na+] (sodium thiocyanate), NC=1SC=C(N1)C1=NC(=CC=C1)CNC(CC)=O (2-Amino-4-(6-propionylaminomethylpyridin-2-yl)thiazole). The solvent is CC(=O)C (acetone). Yields the product C(C1=CC=CC=C1)(=O)NC(NC=1SC=C(N1)C1=NC(=CC=C1)CNC(CC)=O)=S (2-(3-benzoylthioureido)-4-(6-propionylaminomethylpyridin-2-yl)thiazole). The yield is 84.8%. Reaction SMILES: [C:1](Cl)(=[O:8])[C:2]1[CH:7]=[CH:6][CH:5]=[CH:4][CH:3]=1.[S-:10][C:11]#[N:12].[Na+].[NH2:14][C:15]1[S:16][CH:17]=[C:18]([C:20]2[CH:25]=[CH:24][CH:23]=[C:22]([CH2:26][NH:27][C:28](=[O:31])[CH2:29][CH3:30])[N:21]=2)[N:19]=1>CC(C)=O>[C:1]([NH:12][C:11](=[S:10])[NH:14][C:15]1[S:16][CH:17]=[C:18]([C:20]2[CH:25]=[CH:24][CH:23]=[C:22]([CH2:26][NH:27][C:28](=[O:31])[CH2:29][CH3:30])[N:21]=2)[N:19]=1)(=[O:8])[C:2]1[CH:7]=[CH:6][CH:5]=[CH:4][CH:3]=1 |f:1.2|. Reported procedure: Benzoyl chloride (7.7 g) was added slowly to a solution of sodium thiocyanate (4.8 g) in acetone (220 ml) under refluxing and the mixture was refluxed for 15 minutes. 2-Amino-4-(6-propionylaminomethylpyridin-2-yl)thiazole (12.0 g) was added to the mixture. The mixture was refluxed for 4 hours. The resulting precipitate was collected by filtration and was washed with water and then acetone to afford 2-(3-benzoylthioureido)-4-(6-propionylaminomethylpyridin-2-yl)thiazole (16.5 g). Starting materials: ClC=1C=C(C=CC1)CN1C(=C(C2=CC(=CC=C12)OC)CC(=O)N)CC (1-[(3-chlorophenyl)methyl]-2-ethyl-5-methoxy-1H-indole-3-acetamide), B(Br)(Br)Br.C(Cl)Cl (BBr3 methylene chloride). The solvent is C(Cl)Cl (methylene chloride). The product is ClC=1C=C(C=CC1)CN1C(=C(C2=CC(=CC=C12)O)CC(=O)N)CC (1-[(3-chlorophenyl)methyl]-2-ethyl-5-hydroxy-1H-indole-3-acetamide). Isolated yield 80.6%. RXN SMILES: [Cl:1][C:2]1[CH:3]=[C:4]([CH2:8][N:9]2[C:17]3[C:12](=[CH:13][C:14]([O:18]C)=[CH:15][CH:16]=3)[C:11]([CH2:20][C:21]([NH2:23])=[O:22])=[C:10]2[CH2:24][CH3:25])[CH:5]=[CH:6][CH:7]=1.B(Br)(Br)Br.C(Cl)Cl>C(Cl)Cl>[Cl:1][C:2]1[CH:3]=[C:4]([CH2:8][N:9]2[C:17]3[C:12](=[CH:13][C:14]([OH:18])=[CH:15][CH:16]=3)[C:11]([CH2:20][C:21]([NH2:23])=[O:22])=[C:10]2[CH2:24][CH3:25])[CH:5]=[CH:6][CH:7]=1 |f:1.2|. Procedure details: A solution of 226 mg (0.63 mmol) of 1-[(3-chlorophenyl)methyl]-2-ethyl-5-methoxy-1H-indole-3-acetamide and 2.5 mL of 1M BBr3/methylene chloride in 15 mL of methylene chloride was stirred for 6 hours. The mixture was concentrated at reduced pressure, the residue dissolved in ethyl acetate, washed with water, brine and dried(MgSO4). After concentrating at reduced pressure, the residue was chromatographed on silica gel and eluted with EtOAc to give 174 mg (81% yield) of 1-[(3-chlorophenyl)methyl]-2... The reactants are C(C)(=O)N1CCC(CC1)OCCOC1=CC=C(C(=O)N)C=C1 (4-[2-(N-acetyl-4-piperidyloxy)ethoxy]benzamide). The solvent is C(C)O (ethanol), O (water), Cl (hydrochloric acid). Yields the product N1CCC(CC1)OCCOC1=CC=C(C(=O)N)C=C1 (4-[2-(4-piperidyloxy)ethoxy]benzamide). The yield is 9.7%. As a reaction SMILES: C([N:4]1[CH2:9][CH2:8][CH:7]([O:10][CH2:11][CH2:12][O:13][C:14]2[CH:22]=[CH:21][C:17]([C:18]([NH2:20])=[O:19])=[CH:16][CH:15]=2)[CH2:6][CH2:5]1)(=O)C>C(O)C.O.Cl>[NH:4]1[CH2:9][CH2:8][CH:7]([O:10][CH2:11][CH2:12][O:13][C:14]2[CH:15]=[CH:16][C:17]([C:18]([NH2:20])=[O:19])=[CH:21][CH:22]=2)[CH2:6][CH2:5]1. Procedure details: 4-[2-(N-acetyl-4-piperidyloxy)ethoxy]benzamide (4.3 g.) in ethanol (60 ml.), water (30 ml.) and 2 N hydrochloric acid (10 ml.) was heated under reflux for 24 hours then the solvent evaporated in vacuo. The residue was taken up in water and extracted three times with chloroform, the aqueous phase was adjusted to pH 12 with sodium carbonate solution and extracted three times with chloroform. The combined chloroform extracts were discarded, the aqueous phase was saturated with sodium chloride and e... Reactants: O=C1C(CN(CC1)C1=C(C=C(C=C1)N1C(O[C@H](C1)CNC(C)=O)=O)F)(C)C ((S)—N-{3-[4-(4-oxo-3,3-dimethyl-piperidin-1-yl)-3-fluorophenyl]-2-oxo-oxazolidin-5-ylmethyl}-acetamide), [C-]#N.[K+] (potassium cyanide). Run in CN(C=O)C (dimethylformamide). Product: C(#N)C1(C(CN(CC1)C1=C(C=C(C=C1)N1C(O[C@H](C1)CNC(C)=O)=O)F)(C)C)O ((S)—N-{3-[4-(4-Cyano-3,3-dimethyl-4-hydroxypiperidin-1-yl)-3-fluorophenyl]-2-oxo-oxazolidin-5-ylmethyl}-acetamide). Isolated yield 78.0%. RXN SMILES: [O:1]=[C:2]1[CH2:7][CH2:6][N:5]([C:8]2[CH:13]=[CH:12][C:11]([N:14]3[CH2:18][C@H:17]([CH2:19][NH:20][C:21](=[O:23])[CH3:22])[O:16][C:15]3=[O:24])=[CH:10][C:9]=2[F:25])[CH2:4][C:3]1([CH3:27])[CH3:26].[C-:28]#[N:29].[K+]>CN(C)C=O>[C:28]([C:2]1([OH:1])[CH2:7][CH2:6][N:5]([C:8]2[CH:13]=[CH:12][C:11]([N:14]3[CH2:18][C@H:17]([CH2:19][NH:20][C:21](=[O:23])[CH3:22])[O:16][C:15]3=[O:24])=[CH:10][C:9]=2[F:25])[CH2:4][C:3]1([CH3:27])[CH3:26])#[N:29] |f:1.2|. Procedure details: By reacting (S)—N-{3-[4-(4-oxo-3,3-dimethyl-piperidin-1-yl)-3-fluorophenyl]-2-oxo-oxazolidin-5-ylmethyl}-acetamide (1.40 mmol) and potassium cyanide (2.6 mmol) in dimethylformamide (10 ml) followed by silica gel chromatographic separation of diastereomer the compound was obtained in 78% yield. M.P. 65-68° C. and MS (M+1)=405 (MH+, 100%) for M.F.=C20H25FN4O4. The reactants are ClCCC=1C(OC2=C(C1C)C=CC(=C2OCC)OCC)=O (3-(2-chloroethyl)-7,8-diethoxy-4-methyl-2H-1-benzopyran-2-one), COC1=C(C=CC=C1)N1CCNCC1 (1-(2-methoxyphenyl)piperazine). Yields the product C(C)OC1=C(C2=C(C(=C(C(O2)=O)CCN2CCN(CC2)C2=C(C=CC=C2)OC)C)C=C1)OCC (7,8-diethoxy-3-{2-[4-(2-methoxyphenyl)-1-piperazinyl]ethyl}-4-methyl-2H-1-benzopyran-2-one). Yield: 13.0%. Reaction SMILES: Cl[CH2:2][CH2:3][C:4]1[C:5](=[O:21])[O:6][C:7]2[C:14]([O:15][CH2:16][CH3:17])=[C:13]([O:18][CH2:19][CH3:20])[CH:12]=[CH:11][C:8]=2[C:9]=1[CH3:10].[CH3:22][O:23][C:24]1[CH:29]=[CH:28][CH:27]=[CH:26][C:25]=1[N:30]1[CH2:35][CH2:34][NH:33][CH2:32][CH2:31]1>>[CH2:19]([O:18][C:13]1[CH:12]=[CH:11][C:8]2[C:9]([CH3:10])=[C:4]([CH2:3][CH2:2][N:33]3[CH2:32][CH2:31][N:30]([C:25]4[CH:26]=[CH:27][CH:28]=[CH:29][C:24]=4[O:23][CH3:22])[CH2:35][CH2:34]3)[C:5](=[O:21])[O:6][C:7]=2[C:14]=1[O:15][CH2:16][CH3:17])[CH3:20]. Procedure details: Process B; starting materials: 3-(2-chloroethyl)-7,8-diethoxy-4-methyl-2H-1-benzopyran-2-one (Example 33) and 1-(2-methoxyphenyl)piperazine; yield 13% of crude product. Reactants: ( a ), C1(CCCCC1)CC(C=C)OC(CC(C)C)=O (isovaleric acid 1-cyclohexyl-3-buten-2-yl ester), C[Si](Cl)(C)C (trimethylchlorosilane), CCOCC (ether), C1(CCCCC1)[N-]C(C)C.[Li+] (lithium cyclohexylisopropylamide), C1CCOC1 (THF), 11. Run in CO (methanol). Run at time 1 hour. Product: C1(CCCCC1)CC=CCC(C(=O)O)C(C)C (6-cyclohexyl-2-isopropyl-4-hexenoic acid). As a reaction SMILES: [CH:1]1([N-]C(C)C)[CH2:6]CCC[CH2:2]1.[Li+].[CH2:12]1[CH2:16][O:15][CH2:14][CH2:13]1.C[Si](C)(C)Cl.[CH:22]1([CH2:28][CH:29](OC(=O)CC(C)C)C=C)[CH2:27][CH2:26][CH2:25][CH2:24][CH2:23]1.CC[O:41]CC>CO>[CH:22]1([CH2:28][CH:29]=[CH:16][CH2:12][CH:13]([CH:1]([CH3:6])[CH3:2])[C:14]([OH:41])=[O:15])[CH2:27][CH2:26][CH2:25][CH2:24][CH2:23]1 |f:0.1|. Reported procedure: To a solution, prepared as described in (a), of 6 mmol of lithium cyclohexylisopropylamide in abs. THF there are added dropwise, at -78° , first 2.3 ml (18 mmol) of trimethylchlorosilane and then 1.2 g (5 mmol) of isovaleric acid 1-cyclohexyl-3-buten-2-yl ester. The solution is maintained at -78° for 1 hour, heated to room temperature over a period of 11/2 hours and stirred at that temperature for 1 hour. The reaction mixture is cooled to 0°, hydrolysed by adding 0.5 ml of methanol, diluted with...